From a dataset of the Open Reaction Database (ORD), a public repository of structured organic reaction records. describe an organic reaction: reactants, conditions, products, and yield Starting materials: [Ag+], Cn1c(C(F)(F)F)cc(=O)n(-c2ccc3snc(C(Br)Br)c3c2)c1=O, ClCCl, O=[N+]([O-])[O-], C1COCCO1, O. Product: Cn1c(C(F)(F)F)cc(=O)n(-c2ccc3snc(C=O)c3c2)c1=O. RXN SMILES: [Ag+:37].[Br:1][CH:2]([c:3]1[n:4][s:5][c:6]2[c:7]1[cH:8][c:9](-[n:12]1[c:13](=[O:24])[n:14]([CH3:23])[c:15]([C:19]([F:20])([F:21])[F:22])[cH:16][c:17]1=[O:18])[cH:10][cH:11]2)[Br:25].[CH2:38]([Cl:39])[Cl:40].[N+:33]([O-:34])([O-:35])=[O:36].[O:27]1[CH2:28][CH2:29][O:30][CH2:31][CH2:32]1.[OH2:26]>>[CH:2]([c:3]1[n:4][s:5][c:6]2[c:7]1[cH:8][c:9](-[n:12]1[c:13](=[O:24])[n:14]([CH3:23])[c:15]([C:19]([F:20])([F:21])[F:22])[cH:16][c:17]1=[O:18])[cH:10][cH:11]2)=[O:27]. Procedure details: To a solution of the title H compound, 2-(2-amino-benzoylamino)-3-(3-benzyloxy-4-nitro-phenyl)-propionic acid methyl ester (388 mg, 0.863 mmol) in methanol (8 mL) is added 1N aqueous NaOH (1.73 mL, 1.73 mmol) and the mixture is stirred at RT for 2 h and evaporated. The residue is dissolved in water (20 mL) and the solution is washed twice with EtOAc. The aqueous layer is neutralized with 1N aqueous HCl (1.73 mL) and extracted three times with EtOAc. The organic extracts are washed with brine, dr... Reaction SMILES: C[O:2][C:3](=[O:33])[CH:4]([NH:23][C:24](=[O:32])[C:25]1[CH:30]=[CH:29][CH:28]=[CH:27][C:26]=1[NH2:31])[CH2:5][C:6]1[CH:11]=[CH:10][C:9]([N+:12]([O-:14])=[O:13])=[C:8]([O:15][CH2:16][C:17]2[CH:22]=[CH:21][CH:20]=[CH:19][CH:18]=2)[CH:7]=1.[OH-].[Na+]>CO>[NH2:31][C:26]1[CH:27]=[CH:28][CH:29]=[CH:30][C:25]=1[C:24]([NH:23][CH:4]([CH2:5][C:6]1[CH:11]=[CH:10][C:9]([N+:12]([O-:14])=[O:13])=[C:8]([O:15][CH2:16][C:17]2[CH:22]=[CH:21][CH:20]=[CH:19][CH:18]=2)[CH:7]=1)[C:3]([OH:33])=[O:2])=[O:32] |f:1.2|. The reactants are COC(C(CC1=CC(=C(C=C1)[N+](=O)[O-])OCC1=CC=CC=C1)NC(C1=C(C=CC=C1)N)=O)=O (2-(2-amino-benzoylamino)-3-(3-benzyloxy-4-nitro-phenyl)-propionic acid methyl ester), [OH-].[Na+] (NaOH). Solvent: CO (methanol). Conditions: time 2 hour. The product is NC1=C(C(=O)NC(C(=O)O)CC2=CC(=C(C=C2)[N+](=O)[O-])OCC2=CC=CC=C2)C=CC=C1 (2-(2-amino-benzoylamino)-3-(3-benzyloxy-4-nitro-phenyl)-propionic acid). Starting materials: COC1=C(C(=C(C2=CC=CC=C12)OC)C)C(CCCCC(=O)O)C1=CC=C(C=C1)OC (6-(1,4-Dimethoxy-3-methylnaphthalen-2-yl)-6-(4-methoxyphenyl)hexanoic acid), 0C, solution, ceric ammonium nitrate. Solvent: C(C)#N (acetonitrile). Reaction conditions: time 16 hour. The product is COC1=CC=C(C=C1)C(CCCCC(=O)O)C=1C(C2=CC=CC=C2C(C1C)=O)=O (6-(4-Methoxyphenyl)-6-(3-methyl-1,4-naphthoquinon-2-yl)hexanoic acid). The yield is 79.1%. Reaction SMILES: C[O:2][C:3]1[C:12]2[C:7](=[CH:8][CH:9]=[CH:10][CH:11]=2)[C:6]([O:13]C)=[C:5]([CH3:15])[C:4]=1[CH:16]([C:24]1[CH:29]=[CH:28][C:27]([O:30][CH3:31])=[CH:26][CH:25]=1)[CH2:17][CH2:18][CH2:19][CH2:20][C:21]([OH:23])=[O:22]>C(#N)C>[CH3:31][O:30][C:27]1[CH:26]=[CH:25][C:24]([CH:16]([C:4]2[C:3](=[O:2])[C:12]3[C:7]([C:6](=[O:13])[C:5]=2[CH3:15])=[CH:8][CH:9]=[CH:10][CH:11]=3)[CH2:17][CH2:18][CH2:19][CH2:20][C:21]([OH:23])=[O:22])=[CH:29][CH:28]=1. Procedure details: To a solution of 14.7 g of 6-(1,4-Dimethoxy-3-methylnaphthalen-2-yl)-6-(4-methoxyphenyl)hexanoic acid in 300 ml of acetonitrile at 0C was added an aqueous 147 ml solution of 57.2 g of ceric ammonium nitrate portionwisely over 5 min. After stirring for 16 hours at room temperature, the solution was extracted with ethyl acetate. The organic layer was washed, dried, evaporated, and the residue was purified with column chromatography over silica gel using ethyl acetate as an eluent. Recrystallizatio... The reactants are C(C)OC(=O)C=1C=NN(C1)C1=NC=2C=CC3=C(C2C(N1)=O)CCC3 (1-(1-oxo-2,7,8,9-tetrahydro-1H-cyclopenta[f]quinazolin-3-yl)-1H-pyrazole-4-carboxylic acid ethyl ester), C1CCC2=CC(=CC=C12)N (indan-5-ylamine). Product: C(C)OC(=O)C=1C=NN(C1)C1=NC2=CC3=C(C=C2C(N1)=O)CCC3 (1-(4-oxo-4,6,7,8-tetrahydro-3H-cyclopenta[g]quinazolin-2-yl)-1H-pyrazole-4-carboxylic acid ethyl ester). RXN SMILES: C1C2C(=CC(N)=CC=2)CC1.[CH2:11]([O:13][C:14]([C:16]1[CH:17]=[N:18][N:19]([C:21]2[NH:30][C:29](=[O:31])[C:28]3[C:27]4[CH2:32][CH2:33][CH2:34][C:26]=4[CH:25]=[CH:24][C:23]=3[N:22]=2)[CH:20]=1)=[O:15])[CH3:12]>>[CH2:11]([O:13][C:14]([C:16]1[CH:17]=[N:18][N:19]([C:21]2[NH:30][C:29](=[O:31])[C:28]3[C:23](=[CH:24][C:25]4[CH2:32][CH2:33][CH2:34][C:26]=4[CH:27]=3)[N:22]=2)[CH:20]=1)=[O:15])[CH3:12]. Procedure details: The titled compound was prepared in a manner analogous to Example 131, steps A-B, using indan-5-ylamine in step A. Step B yielded a 10:1 mixture of the titled compound and 1-(1-oxo-2,7,8,9-tetrahydro-1H-cyclopenta[f]quinazolin-3-yl)-1H-pyrazole-4-carboxylic acid ethyl ester. Reactants: C1(=CC=CC=C1)SC[C@@H](CC(=O)OC)NC1=C(C=C(C=C1)S(N)(=O)=O)S(=O)(=O)C(F)(F)F ((R)-methyl 4-(phenylthio)-3-(4-sulfamoyl-2-(trifluoromethylsulfonyl)phenylamino)butanoate), C1(=CC=CC=C1)SC[C@@H](CC(=O)OC)NC1=C(C=C(C=C1)S(N)(=O)=O)S(=O)(=O)C(F)(F)F ((R)-methyl 4-(phenylthio)-3-(4-sulfamoyl-2-(trifluoromethylsulfonyl)phenylamino)butanoate), C1CCOC1 (THF), CO (MeOH), [Li+].[OH-] (LiOH). The solvent is O (water). Run at time 3 hour. Yields the product C1(=CC=CC=C1)SC[C@@H](CC(=O)O)NC1=C(C=C(C=C1)S(N)(=O)=O)S(=O)(=O)C(F)(F)F ((R)-4-(phenylthio)-3-(4-sulfamoyl-2-(trifluoromethylsulfonyl)phenylamino)butanoic acid). The yield is 93.2%. As a reaction SMILES: [C:1]1([S:7][CH2:8][C@H:9]([NH:15][C:16]2[CH:21]=[CH:20][C:19]([S:22](=[O:25])(=[O:24])[NH2:23])=[CH:18][C:17]=2[S:26]([C:29]([F:32])([F:31])[F:30])(=[O:28])=[O:27])[CH2:10][C:11]([O:13]C)=[O:12])[CH:6]=[CH:5][CH:4]=[CH:3][CH:2]=1.C1COCC1.CO.[Li+].[OH-]>O>[C:1]1([S:7][CH2:8][C@H:9]([NH:15][C:16]2[CH:21]=[CH:20][C:19]([S:22](=[O:24])(=[O:25])[NH2:23])=[CH:18][C:17]=2[S:26]([C:29]([F:30])([F:31])[F:32])(=[O:28])=[O:27])[CH2:10][C:11]([OH:13])=[O:12])[CH:6]=[CH:5][CH:4]=[CH:3][CH:2]=1 |f:3.4|. Procedure details: A 100 ml flask was charged with (R)-methyl 4-(phenylthio)-3-(4-sulfamoyl-2-(trifluoromethylsulfonyl)phenylamino)butanoate (INTERMEDIATE 7, 7.5 g, 14.63 mmol) and THF (117 ml), MeOH (39 ml) and water (39 ml) were added sequentially. LiOH (1.05 g, 43.9 mmol) was added to the solution and the reaction mixture was stirred at room temperature for 3 hours. The reaction mixture was concentrated under reduced pressure to remove the volatiles, and cooled to 0° C. An aqueous solution of HCl (1N) was added... The reactants are C(C)(C)(C)N1CCC2(CC1)COC1=CC=3CCNC3C=C12 (1'-tert-butyl-2,3,6,7-tetrahydrospiro[furo[2,3-f]indole-3,4'-piperidine)), CC1=C(C=CC(=C1)N1C(CCC1)=O)C1=CC=C(C=C1)C(=O)O (2'-methyl-4'-(2-oxopyrrolidin-1-yl)biphenyl-4-carboxylic acid). Product: C(C)(C)(C)N1CCC2(CC1)COC1=CC=3CCN(C3C=C12)C(=O)C1=CC=C(C=C1)C1=C(C=C(C=C1)N1C(CCC1)=O)C (1'-tert-Butyl-5-[2'-methyl-4'-(2-oxopyrrolidin-1-yl)biphenyl-4-carbonyl]-2,3,6,7-tetrahydrospiro[furo[2,3-f]indol-3,4'-piperidine]). Reaction SMILES: [C:1]([N:5]1[CH2:10][CH2:9][C:8]2([C:21]3[C:13](=[CH:14][C:15]4[CH2:16][CH2:17][NH:18][C:19]=4[CH:20]=3)[O:12][CH2:11]2)[CH2:7][CH2:6]1)([CH3:4])([CH3:3])[CH3:2].[CH3:22][C:23]1[CH:28]=[C:27]([N:29]2[CH2:33][CH2:32][CH2:31][C:30]2=[O:34])[CH:26]=[CH:25][C:24]=1[C:35]1[CH:40]=[CH:39][C:38]([C:41](O)=[O:42])=[CH:37][CH:36]=1>>[C:1]([N:5]1[CH2:6][CH2:7][C:8]2([C:21]3[C:13](=[CH:14][C:15]4[CH2:16][CH2:17][N:18]([C:41]([C:38]5[CH:37]=[CH:36][C:35]([C:24]6[CH:25]=[CH:26][C:27]([N:29]7[CH2:33][CH2:32][CH2:31][C:30]7=[O:34])=[CH:28][C:23]=6[CH3:22])=[CH:40][CH:39]=5)=[O:42])[C:19]=4[CH:20]=3)[O:12][CH2:11]2)[CH2:9][CH2:10]1)([CH3:4])([CH3:2])[CH3:3]. Procedure details: The title compound was prepared from 1'-tert-butyl-2,3,6,7-tetrahydrospiro[furo[2,3-f]indole-3,4'-piperidine) (D61) and 2'-methyl-4'-(2-oxopyrrolidin-1-yl)biphenyl-4-carboxylic acid (D47) using the method outlined in Example 15. Reactants: CN1C(=NC=C1C(CCC(=O)O)=O)C1=CC=CC=C1 (1-methyl-γ-oxo-2-phenyl-1H-imidazole-5-butanoic acid), O.NN (hydrazine hydrate), CN1C(=NC(=C1)C(CCC(=O)O)=O)C1=CC=CC=C1 (1-methyl-γ-oxo-2-phenyl-1H-imidazole-4-butanoic acid). Run in C(C)O (ethanol), C(C)(=O)O (acetic acid). Run at time 8 hour. Yields the product CN1C(=NC(=C1)C=1CCC(NN1)=O)C1=CC=CC=C1 (4,5-Dihydro-6-(1-methyl-2-phenyl-1H-imidazol-4-yl)-3(2H)-pyridazinone). RXN SMILES: [CH3:1][N:2]1[CH:6]=[C:5]([C:7](=O)[CH2:8][CH2:9][C:10](O)=[O:11])[N:4]=[C:3]1[C:14]1[CH:19]=[CH:18][CH:17]=[CH:16][CH:15]=1.CN1C(C(=O)CCC(O)=O)=CN=C1C1C=CC=CC=1.O.[NH2:40][NH2:41]>C(O)C.C(O)(=O)C>[CH3:1][N:2]1[CH:6]=[C:5]([C:7]2[CH2:8][CH2:9][C:10](=[O:11])[NH:40][N:41]=2)[N:4]=[C:3]1[C:14]1[CH:19]=[CH:18][CH:17]=[CH:16][CH:15]=1 |f:2.3|. Procedure details: A mixture of 1-methyl-γ-oxo-2-phenyl-1H-imidazole-4-butanoic acid and of 1-methyl-γ-oxo-2-phenyl-1H-imidazole-5-butanoic acid (as obtained by method B, ca 60:40 ratio) in 150 ml of ethanol and 25 ml of glacial acetic acid is treated with 12 ml of hydrazine hydrate at 85° C. for six hours and then is allowed to stand overnight at room temperature. The solid is collected, washed with water, then with cold ethanol, and finally with ether giving 4.2 g of pure 4,5-dihydro-6-(1-methyl-2-phenyl-1H-imid... Starting materials: CO, COC(=O)C1CC(C(=O)OC(C)(C)C)N(C(=O)CNC(=O)Nc2ccc(Cl)cc2)C1c1ccccc1, [K+], [OH-], O. The product is CC(C)(C)OC(=O)C1CC(C(=O)O)C(c2ccccc2)N1C(=O)CNC(=O)Nc1ccc(Cl)cc1. As a reaction SMILES: [CH3:38][OH:39].[Cl:1][c:2]1[cH:3][cH:4][c:5]([NH:8][C:9]([NH:10][CH2:11][C:12](=[O:13])[N:14]2[CH:15]([C:29](=[O:30])[O:31][C:32]([CH3:33])([CH3:34])[CH3:35])[CH2:16][CH:17]([C:25](=[O:26])[O:27][CH3:28])[CH:18]2[c:19]2[cH:20][cH:21][cH:22][cH:23][cH:24]2)=[O:36])[cH:6][cH:7]1.[K+:41].[OH-:40].[OH2:37]>>[Cl:1][c:2]1[cH:3][cH:4][c:5]([NH:8][C:9]([NH:10][CH2:11][C:12](=[O:13])[N:14]2[CH:15]([C:29](=[O:30])[O:31][C:32]([CH3:33])([CH3:34])[CH3:35])[CH2:16][CH:17]([C:25](=[O:26])[OH:27])[CH:18]2[c:19]2[cH:20][cH:21][cH:22][cH:23][cH:24]2)=[O:36])[cH:6][cH:7]1. Starting materials: C(C)(C)(C)[SiH](C)C (t-butyldimethylsilane), C[Si](Cl)(Cl)C (dimethyldichlorosilane), [Al+3].[Cl-].[Cl-].[Cl-] (AlCl3), COC1=C(C=CC=C1)OC (o-dimethoxybenzene). Reaction conditions: time 1 hour. Yields the product C[SiH](Cl)C (Dimethylchlorosilane), C(C)(C)(C)[Si](Cl)(C)C (t-butyldimethylchlorosilane). RXN SMILES: [CH3:1][Si:2]([CH3:5])(Cl)[Cl:3].[Al+3].[Cl-:7].[Cl-].[Cl-].[C:10]([SiH:14]([CH3:16])[CH3:15])([CH3:13])([CH3:12])[CH3:11].COC1C=CC=CC=1OC>>[CH3:1][SiH:2]([CH3:5])[Cl:3].[C:10]([Si:14]([CH3:16])([CH3:15])[Cl:7])([CH3:13])([CH3:12])[CH3:11] |f:1.2.3.4|. Procedure details: A four-necked flask equipped with a condenser, thermometer, dropping funnel, and stirrer was charged with 129.1 g (1.0 mol ) of dimethyldichlorosilane and 1.3 g (0.01 mol) of AlCl3, which were agitated with the stirrer. To the flask at room temperature, 58.2 g (0.5 mol) of t-butyldimethylsilane was added dropwise over one hour. Thereafter, agitation was continued for one hour while the flask was kept at 30° C. 2.8 g (0.02 mol) of o-dimethoxybenzene was added to the reaction solution which was ag...